Dataset: the Open Reaction Database (ORD), a public repository of structured organic reaction records. Task: describe an organic reaction: reactants, conditions, products, and yield Reactants: [BH3-]C#N, C=O, c1ccc2c(c1)CCCN2, CC(=O)O, CC#N, [Na+]. Yields the product CN1CCCc2ccccc21. As a reaction SMILES: [C:13]([BH3-:14])#[N:15].[CH2:11]=[O:12].[CH2:1]1[CH2:2][NH:3][c:4]2[cH:5][cH:6][cH:7][cH:8][c:9]2[CH2:10]1.[CH3:17][C:18](=[O:19])[OH:20].[CH3:21][C:22]#[N:23].[Na+:16]>>[CH2:1]1[CH2:2][N:3]([CH3:13])[c:4]2[cH:5][cH:6][cH:7][cH:8][c:9]2[CH2:10]1. Starting materials: COc1ccc(C(C)C)cc1-c1ccc(C(F)(F)F)cc1C1OC(=O)NC1C, FC(F)(F)c1cc(CBr)cc(C(F)(F)F)c1. Yields the product COc1ccc(C(C)C)cc1-c1ccc(C(F)(F)F)cc1C1OC(=O)N(Cc2cc(C(F)(F)F)cc(C(F)(F)F)c2)C1C. RXN SMILES: [CH:1]([CH3:2])([CH3:3])[c:4]1[cH:5][cH:6][c:7]([O:27][CH3:28])[c:8](-[c:10]2[c:11]([CH:20]3[CH:21]([CH3:26])[NH:22][C:23](=[O:25])[O:24]3)[cH:12][c:13]([C:16]([F:17])([F:18])[F:19])[cH:14][cH:15]2)[cH:9]1.[F:29][C:30]([c:31]1[cH:32][c:33]([CH2:34][Br:35])[cH:36][c:37]([C:39]([F:40])([F:41])[F:42])[cH:38]1)([F:43])[F:44]>>[CH:1]([CH3:2])([CH3:3])[c:4]1[cH:5][cH:6][c:7]([O:27][CH3:28])[c:8](-[c:10]2[c:11]([CH:20]3[CH:21]([CH3:26])[N:22]([CH2:34][c:33]4[cH:32][c:31]([C:30]([F:29])([F:43])[F:44])[cH:38][c:37]([C:39]([F:40])([F:41])[F:42])[cH:36]4)[C:23](=[O:25])[O:24]3)[cH:12][c:13]([C:16]([F:17])([F:18])[F:19])[cH:14][cH:15]2)[cH:9]1. Starting materials: CCO, Cc1cc([N+](=O)[O-])c(F)cc1Oc1ccnc(Cl)c1. Product: Cc1cc(N)c(F)cc1Oc1ccnc(Cl)c1. As a reaction SMILES: [CH3:20][CH2:21][OH:22].[Cl:1][c:2]1[n:3][cH:4][cH:5][c:6]([O:8][c:9]2[c:10]([CH3:19])[cH:11][c:12]([N+:16]([O-:17])=[O:18])[c:13]([F:15])[cH:14]2)[cH:7]1>>[Cl:1][c:2]1[n:3][cH:4][cH:5][c:6]([O:8][c:9]2[c:10]([CH3:19])[cH:11][c:12]([NH2:16])[c:13]([F:15])[cH:14]2)[cH:7]1. The reactants are O(C1=CC=CC=C1)C1=CC=C(C=C1)N1C(N(C=C1)C1=CC2=CN(N=C2C=C1)CCN1CCCC1)=O (1-(4-phenoxyphenyl)-3-[2-(2-pyrrolidin-1-ylethyl)-2H-indazol-5-yl]-1,3-dihydro-2H-imidazol-2-one), [H][H] (hydrogen). The reagents and catalysts are [Pd] (Pd/C). Solvent: CC(=O)O (AcOH). Reaction conditions: time 6 hour. Product: O(C1=CC=CC=C1)C1=CC=C(C=C1)N1C(N(CC1)C1=CC2=CN(N=C2C=C1)CCN1CCCC1)=O (1-(4-phenoxyphenyl)-3-[2-(2-pyrrolidin-1-ylethyl)-2H-indazol-5-yl]imidazolidin-2-one). RXN SMILES: [O:1]([C:8]1[CH:13]=[CH:12][C:11]([N:14]2[CH:18]=[CH:17][N:16]([C:19]3[CH:27]=[CH:26][C:25]4[C:21](=[CH:22][N:23]([CH2:28][CH2:29][N:30]5[CH2:34][CH2:33][CH2:32][CH2:31]5)[N:24]=4)[CH:20]=3)[C:15]2=[O:35])=[CH:10][CH:9]=1)[C:2]1[CH:7]=[CH:6][CH:5]=[CH:4][CH:3]=1.[H][H]>CC(O)=O.[Pd]>[O:1]([C:8]1[CH:9]=[CH:10][C:11]([N:14]2[CH2:18][CH2:17][N:16]([C:19]3[CH:27]=[CH:26][C:25]4[C:21](=[CH:22][N:23]([CH2:28][CH2:29][N:30]5[CH2:34][CH2:33][CH2:32][CH2:31]5)[N:24]=4)[CH:20]=3)[C:15]2=[O:35])=[CH:12][CH:13]=1)[C:2]1[CH:7]=[CH:6][CH:5]=[CH:4][CH:3]=1. Procedure details: 1-(4-phenoxyphenyl)-3-[2-(2-pyrrolidin-1-ylethyl)-2H-indazol-5-yl]-1,3-dihydro-2H-imidazol-2-one (Example 84) (0.100 g, 0.215 mmol) was taken up in 20 mL of AcOH along with 100 mg of Pd/C (10% mol/mol) and the mixture was subjected to an atmosphere of hydrogen gas at a pressure of 60 psi in a Parr shaker apparatus. The mixture was shaken at room temperature for 6 hours after which the mixture was filtered through a bed of celite, and the solvents removed under reduced pressure. 1H NMR (300 MHz, ... RXN SMILES: [CH3:1][O:2][C:3]([CH:4]([O:5][CH3:6])[O:7][c:8]1[cH:9][c:10]([Cl:16])[c:11]([Cl:15])[c:12]([Cl:14])[cH:13]1)=[O:17].[CH3:22][CH2:23][OH:24].[ClH:21].[K+:19].[OH-:18].[OH2:20]>>[O:2]=[C:3]([CH:4]([O:5][CH3:6])[O:7][c:8]1[cH:9][c:10]([Cl:16])[c:11]([Cl:15])[c:12]([Cl:14])[cH:13]1)[OH:17]. Yields the product COC(Oc1cc(Cl)c(Cl)c(Cl)c1)C(=O)O. The reactants are COC(=O)C(OC)Oc1cc(Cl)c(Cl)c(Cl)c1, CCO, Cl, [K+], [OH-], O. Starting materials: C, OCC(O)Cc1nccn1CCCCc1ccc(OCc2ccccc2)cc1, [Pd]. Yields the product OCC(O)Cc1nccn1CCCCc1ccc(O)cc1. As a reaction SMILES: [C:29].[CH2:1]([c:2]1[cH:3][cH:4][cH:5][cH:6][cH:7]1)[O:8][c:9]1[cH:10][cH:11][c:12]([CH2:15][CH2:16][CH2:17][CH2:18][n:19]2[c:20]([CH2:24][CH:25]([CH2:26][OH:27])[OH:28])[n:21][cH:22][cH:23]2)[cH:13][cH:14]1.[Pd:30]>>[OH:8][c:9]1[cH:10][cH:11][c:12]([CH2:15][CH2:16][CH2:17][CH2:18][n:19]2[c:20]([CH2:24][CH:25]([CH2:26][OH:27])[OH:28])[n:21][cH:22][cH:23]2)[cH:13][cH:14]1. Starting materials: BrC=1C=C(C=NC1)O (5-bromo-3-hydroxypyridine), ClC=1C=CC(=C(C1)CNC(OC(C)(C)C)=O)[N+](=O)[O-] (tert-butyl (5-chloro-2-nitrophenyl)methylcarbamate), [H-].[Na+] (sodium hydride). Solvent: CN(C)C=O (DMF). The product is BrC=1C=C(C=NC1)OC=1C=CC(=C(C1)CNC(OC(C)(C)C)=O)[N+](=O)[O-] (tert-Butyl {5-[(5-bromopyridin-3-yl)oxy]-2-nitrophenyl}methylcarbamate). The yield is 99.9%. Reaction SMILES: [Br:1][C:2]1[CH:3]=[C:4]([OH:8])[CH:5]=[N:6][CH:7]=1.Cl[C:10]1[CH:11]=[CH:12][C:13]([N+:25]([O-:27])=[O:26])=[C:14]([CH2:16][NH:17][C:18](=[O:24])[O:19][C:20]([CH3:23])([CH3:22])[CH3:21])[CH:15]=1.[H-].[Na+]>CN(C=O)C>[Br:1][C:2]1[CH:3]=[C:4]([O:8][C:10]2[CH:11]=[CH:12][C:13]([N+:25]([O-:27])=[O:26])=[C:14]([CH2:16][NH:17][C:18](=[O:24])[O:19][C:20]([CH3:23])([CH3:21])[CH3:22])[CH:15]=2)[CH:5]=[N:6][CH:7]=1 |f:2.3|. Procedure details: The reaction and post-treatment were carried out according to Example (1a) using 5-bromo-3-hydroxypyridine (5.01 g, 28.8 mmol), tert-butyl (5-chloro-2-nitrophenyl)methylcarbamate (US200216506 A1, 7.50 g, 26.2 mmol), sodium hydride (63%, 1.10 g, 28.8 mmol) and DMF (87 mL) to obtain the title compound (11.1 g, 99%) as a yellow brown solid. The reactants are FC1=CC=C(C=C1)NC(=O)C=1C=NC(=NC1)OCC(=O)O ([5-(4-fluorophenylcarbamoyl)pyrimidin-2-yloxy]acetic acid), C(C1=CC=CC=C1)N (benzylamine). The product is FC1=CC=C(C=C1)NC(=O)C=1C=NC(=NC1)OCC(NCC1=CC=CC=C1)=O (2-(Benzylcarbamoylmethoxy)pyrimidine-5-carboxylic acid (4-fluorophenyl)amide). Isolated yield 90.0%. Reaction SMILES: [F:1][C:2]1[CH:7]=[CH:6][C:5]([NH:8][C:9]([C:11]2[CH:12]=[N:13][C:14]([O:17][CH2:18][C:19]([OH:21])=O)=[N:15][CH:16]=2)=[O:10])=[CH:4][CH:3]=1.[CH2:22]([NH2:29])[C:23]1[CH:28]=[CH:27][CH:26]=[CH:25][CH:24]=1>>[F:1][C:2]1[CH:3]=[CH:4][C:5]([NH:8][C:9]([C:11]2[CH:16]=[N:15][C:14]([O:17][CH2:18][C:19](=[O:21])[NH:29][CH2:22][C:23]3[CH:28]=[CH:27][CH:26]=[CH:25][CH:24]=3)=[N:13][CH:12]=2)=[O:10])=[CH:6][CH:7]=1. Procedure details: The titled compound was prepared from [5-(4-fluorophenylcarbamoyl)pyrimidin-2-yloxy]acetic acid using benzylamine (20 μL, 0.21 mmol) as the coupling partner. Concentration (no chromatography) yielded 58 mg (90%) of the titled compound. ESI-MS m/z 381 (MH+), 379 (M−H−). Starting materials: O=S1(N(CCC1)CC1=CC=C(C(=O)OC)C=C1)=O (Methyl 4-(1,1-dioxo-1λ6-isothiazolidin-2-ylmethyl)benzoate), Cl (hydrochloric acid). Run in O1CCCC1 (tetrahydrofuran), CO (methanol), [OH-].[Na+] (sodium hydroxide). Yields the product O=S1(N(CCC1)CC1=CC=C(C(=O)O)C=C1)=O (4-(1,1-dioxo-1λ6-isothiazolidin-2-ylmethyl)benzoic acid). The yield is 87.6%. Reaction SMILES: [O:1]=[S:2]1(=[O:18])[CH2:6][CH2:5][CH2:4][N:3]1[CH2:7][C:8]1[CH:17]=[CH:16][C:11]([C:12]([O:14]C)=[O:13])=[CH:10][CH:9]=1.Cl>O1CCCC1.CO.[OH-].[Na+]>[O:1]=[S:2]1(=[O:18])[CH2:6][CH2:5][CH2:4][N:3]1[CH2:7][C:8]1[CH:17]=[CH:16][C:11]([C:12]([OH:14])=[O:13])=[CH:10][CH:9]=1 |f:4.5|. Procedure details: Methyl 4-(1,1-dioxo-1λ6-isothiazolidin-2-ylmethyl)benzoate (1.95 g) described in Preparation Example 17 was dissolved in a solution of tetrahydrofuran (20 mL) and methanol (20 mL), 1N aqueous sodium hydroxide solution was added, and the mixture was stirred at room temperature. The reaction mixture was neutralized with 1N hydrochloric acid, and the solvent was evaporated. To the obtained residue was added water, and the insoluble material was collected by filtration to give the title compound (1....